This data is from the Open Reaction Database (ORD), a public repository of structured organic reaction records. The task is: describe an organic reaction: reactants, conditions, products, and yield Reactants: CC(C)O, Cc1cc(OC(C)C)cc[n+]1[O-]. Product: Cc1cc(OC(C)C)ccn1. As a reaction SMILES: [CH3:13][CH:14]([OH:15])[CH3:16].[CH:1]([CH3:2])([CH3:3])[O:4][c:5]1[cH:6][c:7]([CH3:12])[n+:8]([O-:11])[cH:9][cH:10]1>>[CH:1]([CH3:2])([CH3:3])[O:4][c:5]1[cH:6][c:7]([CH3:12])[n:8][cH:9][cH:10]1. The reactants are Nc1cnc(OCC(F)(F)F)c(-c2ccc(Cl)cc2)c1, O=C(O)c1ccoc1. Yields the product O=C(Nc1cnc(OCC(F)(F)F)c(-c2ccc(Cl)cc2)c1)c1ccoc1. RXN SMILES: [Cl:1][c:2]1[cH:3][cH:4][c:5](-[c:8]2[cH:9][c:10]([NH2:20])[cH:11][n:12][c:13]2[O:14][CH2:15][C:16]([F:17])([F:18])[F:19])[cH:6][cH:7]1.[o:21]1[cH:22][c:23]([C:26](=[O:27])[OH:28])[cH:24][cH:25]1>>[Cl:1][c:2]1[cH:3][cH:4][c:5](-[c:8]2[cH:9][c:10]([NH:20][C:26]([c:23]3[cH:22][o:21][cH:25][cH:24]3)=[O:27])[cH:11][n:12][c:13]2[O:14][CH2:15][C:16]([F:17])([F:18])[F:19])[cH:6][cH:7]1. Reactants: [H-].[Na+] (Sodium hydride), C(C)OC(=O)C=1NC2=CC=C(C(=C2C1)Cl)OC (ethyl-4-chloro-5-methoxyindole-2-carboxylate), ClC=1C=C(CCl)C=CC1Cl (3,4-dichlorobenzylchloride). Reagents/catalysts: [I-].C(CCC)[N+](CCCC)(CCCC)CCCC (tetrabutylammoniumiodide). Solvent: CN(C)C=O (DMF). Conditions: time 18 hour. The product is C(C)OC(=O)C=1N(C2=CC=C(C(=C2C1)Cl)OC)CC1=CC(=C(C=C1)Cl)Cl (Ethyl-N-(3,4-dichlorobenzyl)-4-chloro-5-methoxyindole-2-carboxylate). Yield: 48.0%. Reaction SMILES: [H-].[Na+].[CH2:3]([O:5][C:6]([C:8]1[NH:9][C:10]2[C:15]([CH:16]=1)=[C:14]([Cl:17])[C:13]([O:18][CH3:19])=[CH:12][CH:11]=2)=[O:7])[CH3:4].[Cl:20][C:21]1[CH:22]=[C:23]([CH:26]=[CH:27][C:28]=1[Cl:29])[CH2:24]Cl>[I-].C([N+](CCCC)(CCCC)CCCC)CCC.CN(C=O)C>[CH2:3]([O:5][C:6]([C:8]1[N:9]([CH2:24][C:23]2[CH:26]=[CH:27][C:28]([Cl:29])=[C:21]([Cl:20])[CH:22]=2)[C:10]2[C:15]([CH:16]=1)=[C:14]([Cl:17])[C:13]([O:18][CH3:19])=[CH:12][CH:11]=2)=[O:7])[CH3:4] |f:0.1,4.5|. Procedure: Sodium hydride (60 mg) was added to a solution of ethyl-4-chloro-5-methoxyindole-2-carboxylate (250 mg), 3,4-dichlorobenzylchloride (0.21 ml) and tetrabutylammoniumiodide (3 mg) in DMF at ambient temperature under an inert atmosphere. The reaction was stirred at ambient temperature for 18 hours then partitioned between ethylacetate (30 ml) and water(30 ml). The organic phase was dried (MgSO4), concentrated under vacuo and the residue purified by column chromatography using isohexane-15% ethylace... The reactants are [BH4-], C1CCOC1, CC(C)[N-]C(C)C, Fc1cccnc1Cl, [Li+], [Na+], CN(C)C=O, O. The product is OCc1ccnc(Cl)c1F. RXN SMILES: [BH4-:22].[CH2:25]1[O:26][CH2:27][CH2:28][CH2:29]1.[CH:9]([N-:10][CH:11]([CH3:12])[CH3:13])([CH3:14])[CH3:15].[Cl:1][c:2]1[n:3][cH:4][cH:5][cH:6][c:7]1[F:8].[Li+:16].[Na+:23].[O:17]=[CH:18][N:19]([CH3:20])[CH3:21].[OH2:24]>>[Cl:1][c:2]1[n:3][cH:4][cH:5][c:6]([CH2:18][OH:17])[c:7]1[F:8]. The reactants are C(CCCCC)C1(C2=CC=CC=C2C=2C=CC=CC12)CCCCCC (9,9-dihexylfluorene), C(CCCCC)C1(C2=CC=CC=C2C=2C=CC(=CC12)C1(C2=CC(=CC=C2C=2C=CC(=CC12)Br)Br)O)CCCCCC (9-(9,9-dihexylfluoren-2-yl)-2,7-dibromofluoren-9-ol), CS(=O)(=O)O (methane sulfonic acid), O (water). Run in ClCCl (dichloromethane), ClCCl (dichloromethane). Yields the product C(CCCCC)C1(C2=CC=CC=C2C=2C=CC(=CC12)C1(C2=CC(=CC=C2C=2C=CC(=CC12)Br)Br)C1=CC=2C(C3=CC=CC=C3C2C=C1)(CCCCCC)CCCCCC)CCCCCC (9,9-di(9,9-dihexylfluoren-2-yl)-2,7-dibromofluorene). As a reaction SMILES: [CH2:1]([C:7]1([CH2:20][CH2:21][CH2:22][CH2:23][CH2:24][CH3:25])[C:19]2[CH:18]=[CH:17][CH:16]=[CH:15][C:14]=2[C:13]2[C:8]1=[CH:9][CH:10]=[CH:11][CH:12]=2)[CH2:2][CH2:3][CH2:4][CH2:5][CH3:6].CS(O)(=O)=O.O.[CH2:32]([C:38]1([CH2:67][CH2:68][CH2:69][CH2:70][CH2:71][CH3:72])[C:50]2[CH:49]=[C:48]([C:51]3(O)[C:63]4[CH:62]=[C:61]([Br:64])[CH:60]=[CH:59][C:58]=4[C:57]4[C:52]3=[CH:53][C:54]([Br:65])=[CH:55][CH:56]=4)[CH:47]=[CH:46][C:45]=2[C:44]2[C:39]1=[CH:40][CH:41]=[CH:42][CH:43]=2)[CH2:33][CH2:34][CH2:35][CH2:36][CH3:37]>ClCCl>[CH2:20]([C:7]1([CH2:1][CH2:2][CH2:3][CH2:4][CH2:5][CH3:6])[C:19]2[CH:18]=[C:17]([C:51]3([C:48]4[CH:47]=[CH:46][C:45]5[C:44]6[C:39](=[CH:40][CH:41]=[CH:42][CH:43]=6)[C:38]([CH2:67][CH2:68][CH2:69][CH2:70][CH2:71][CH3:72])([CH2:32][CH2:33][CH2:34][CH2:35][CH2:36][CH3:37])[C:50]=5[CH:49]=4)[C:63]4[CH:62]=[C:61]([Br:64])[CH:60]=[CH:59][C:58]=4[C:57]4[C:52]3=[CH:53][C:54]([Br:65])=[CH:55][CH:56]=4)[CH:16]=[CH:15][C:14]=2[C:13]2[C:8]1=[CH:9][CH:10]=[CH:11][CH:12]=2)[CH2:21][CH2:22][CH2:23][CH2:24][CH3:25]. Reported procedure: In a 2 L round-bottom flask, 50 g of the compound (1) and 200 g of 9,9-dihexylfluorene were dissolved in 1000 ml of dichloromethane, and then the temperature was decreased to 0° C. The reaction solution was slowly added with a s olution of 10 ml of methane sulfonic acid dissolved in 100 ml of dichloromethane with stirring, followed by further stirring for 2 hours. The resulting reaction solution was poured into water, after which an extraction was performed using diethyl ether. The solvent was e... Reactants: [N+](=O)([O-])C1=CC=C(CCl)C=C1 (p-nitrobenzylchloride), [OH-].[K+] (potassium hydroxide). The solvent is C(C)O (ethanol), C(C)O (ethanol). The product is [N+](=O)([O-])C1=CC=C(C=C1)C=CC1=CC=C(C=C1)[N+](=O)[O-] (4,4'-dinitrostilbene). The yield is 83.0%. As a reaction SMILES: [N+:1]([C:4]1[CH:11]=[CH:10][C:7]([CH2:8]Cl)=[CH:6][CH:5]=1)([O-:3])=[O:2].[OH-:12].[K+]>C(O)C>[N+:1]([C:4]1[CH:11]=[CH:10][C:7]([CH:8]=[CH:8][C:7]2[CH:10]=[CH:11][C:4]([N+:1]([O-:2])=[O:12])=[CH:5][CH:6]=2)=[CH:6][CH:5]=1)([O-:3])=[O:2] |f:1.2|. Procedure details: 3.5 mol p-nitrobenzylchloride are dissolved in the hot in 2300 ml of ethanol and a solution of 3.8 mol potassium hydroxide in 1100 ml of aqueous ethanol (70:30) is added thereto drop by drop. After completion of the addition, cooling takes place in an ice bath to 0° C., the precipitate is filtered off and washed in hot water and warm aqueous alcohol (50:50). Drying is then carried out in a vacuum at 75° C. (yield: 83%). Reactants: CC(C)(C)C1CCC(O)CC1, C1CCOC1, CC(C)OC(=O)N=NC(=O)OC(C)C, CC1(c2ccc3cc(O)ccc3c2)COC(=O)N1, c1ccc(P(c2ccccc2)c2ccccc2)cc1. Product: CC1(c2ccc3cc(OC4CCC(C(C)(C)C)CC4)ccc3c2)COC(=O)N1. RXN SMILES: [C:24]([CH3:25])([CH3:26])([CH3:27])[CH:28]1[CH2:29][CH2:30][CH:31]([OH:34])[CH2:32][CH2:33]1.[O:19]1[CH2:20][CH2:21][CH2:22][CH2:23]1.[O:54]=[C:55]([O:56][CH:57]([CH3:58])[CH3:59])[N:60]=[N:61][C:62]([O:63][CH:64]([CH3:65])[CH3:66])=[O:67].[OH:1][c:2]1[cH:3][c:4]2[cH:5][cH:6][c:7]([C:12]3([CH3:18])[NH:13][C:14](=[O:17])[O:15][CH2:16]3)[cH:8][c:9]2[cH:10][cH:11]1.[c:35]1([P:36]([c:37]2[cH:38][cH:39][cH:40][cH:41][cH:42]2)[c:43]2[cH:44][cH:45][cH:46][cH:47][cH:48]2)[cH:49][cH:50][cH:51][cH:52][cH:53]1>>[O:1]([c:2]1[cH:3][c:4]2[cH:5][cH:6][c:7]([C:12]3([CH3:18])[NH:13][C:14](=[O:17])[O:15][CH2:16]3)[cH:8][c:9]2[cH:10][cH:11]1)[CH:31]1[CH2:30][CH2:29][CH:28]([C:24]([CH3:25])([CH3:26])[CH3:27])[CH2:33][CH2:32]1. Reactants: CN(C)c1ccncc1, O=C(Cl)COc1ccc(Cl)cc1, CC1CC(=O)NN=C1c1ccc(N)cc1, c1ccncc1. The product is CC1CC(=O)NN=C1c1ccc(NC(=O)COc2ccc(Cl)cc2)cc1. As a reaction SMILES: [CH3:28][N:29]([CH3:30])[c:31]1[cH:32][cH:33][n:34][cH:35][cH:36]1.[Cl:1][c:2]1[cH:3][cH:4][c:5]([O:6][CH2:7][C:8](=[O:9])[Cl:10])[cH:11][cH:12]1.[NH2:13][c:14]1[cH:15][cH:16][c:17]([C:20]2=[N:25][NH:24][C:23](=[O:26])[CH2:22][CH:21]2[CH3:27])[cH:18][cH:19]1.[cH:37]1[cH:38][cH:39][n:40][cH:41][cH:42]1>>[Cl:1][c:2]1[cH:3][cH:4][c:5]([O:6][CH2:7][C:8](=[O:9])[NH:13][c:14]2[cH:15][cH:16][c:17]([C:20]3=[N:25][NH:24][C:23](=[O:26])[CH2:22][CH:21]3[CH3:27])[cH:18][cH:19]2)[cH:11][cH:12]1.